This data is from the Open Reaction Database (ORD), a public repository of structured organic reaction records. The task is: describe an organic reaction: reactants, conditions, products, and yield Reactants: C1(CC1)COC1=C(C=CC(=C1)OC)C1=C2C(=NC=C1)C(=C(N2COCC[Si](C)(C)C)C)C(=O)O (7-[2-(cyclopropylmethoxy)-4-methoxyphenyl]-2-methyl-1-{[2-(trimethylsilyl)ethoxy]methyl}-1H-pyrrolo[3,2-b]pyridine-3-carboxylic acid), N[C@@H]1CC[C@H](CC1)NC(OC(C)(C)C)=O (tert-butyl trans-(4-amino-cyclohexyl)-carbamate). Yields the product C1(CC1)COC1=C(C=CC(=C1)OC)C1=C2C(=NC=C1)C(=C(N2COCC[Si](C)(C)C)C)C(=O)N[C@@H]2CC[C@H](CC2)NC(OC(C)(C)C)=O (tert-Butyl (trans-4-{[(7-[2-(cyclopropylmethoxy)-4-methoxyphenyl]-2-methyl-1-{[2-(trimethylsilyl)ethoxy]methyl}-1H-pyrrolo[3,2-b]pyridin-3-yl)carbonyl]amino}cyclohexyl)carbamate). As a reaction SMILES: [CH:1]1([CH2:4][O:5][C:6]2[CH:11]=[C:10]([O:12][CH3:13])[CH:9]=[CH:8][C:7]=2[C:14]2[CH:19]=[CH:18][N:17]=[C:16]3[C:20]([C:32](O)=[O:33])=[C:21]([CH3:31])[N:22]([CH2:23][O:24][CH2:25][CH2:26][Si:27]([CH3:30])([CH3:29])[CH3:28])[C:15]=23)[CH2:3][CH2:2]1.[NH2:35][C@H:36]1[CH2:41][CH2:40][C@H:39]([NH:42][C:43](=[O:49])[O:44][C:45]([CH3:48])([CH3:47])[CH3:46])[CH2:38][CH2:37]1>>[CH:1]1([CH2:4][O:5][C:6]2[CH:11]=[C:10]([O:12][CH3:13])[CH:9]=[CH:8][C:7]=2[C:14]2[CH:19]=[CH:18][N:17]=[C:16]3[C:20]([C:32]([NH:35][C@H:36]4[CH2:41][CH2:40][C@H:39]([NH:42][C:43](=[O:49])[O:44][C:45]([CH3:47])([CH3:46])[CH3:48])[CH2:38][CH2:37]4)=[O:33])=[C:21]([CH3:31])[N:22]([CH2:23][O:24][CH2:25][CH2:26][Si:27]([CH3:30])([CH3:29])[CH3:28])[C:15]=23)[CH2:2][CH2:3]1. Procedure details: Starting from 7-[2-(cyclopropylmethoxy)-4-methoxyphenyl]-2-methyl-1-{[2-(trimethylsilyl)ethoxy]methyl}-1H-pyrrolo[3,2-b]pyridine-3-carboxylic acid (example D.c4) and commercially available tert-butyl trans-(4-amino-cyclohexyl)-carbamate the title compound is obtained as pale yellow viscous oil. Reactants: C(CCC)[Li] (butyl lithium), Cl (hydrochloric acid), C(C)(C)(C)NS(=O)(=O)C1=CSC2=C1C=CC=C2 (N-tert-Butylbenzothiophene-3-sulfonamide), C(=O)=O (carbon dioxide). The solvent is CCCCCC (hexane), O1CCCC1 (tetrahydrofuran), O (water). Reaction conditions: time 2 hour. Product: C(C)(C)(C)NS(=O)(=O)C1=C(SC2=C1C=CC=C2)C(=O)O (3-tert-Butylaminosulfonylbenzothiophene-2-carboxylic acid). RXN SMILES: [C:1]([NH:5][S:6]([C:9]1[C:13]2[CH:14]=[CH:15][CH:16]=[CH:17][C:12]=2[S:11][CH:10]=1)(=[O:8])=[O:7])([CH3:4])([CH3:3])[CH3:2].C([Li])CCC.[C:23](=[O:25])=[O:24].Cl>CCCCCC.O.O1CCCC1>[C:1]([NH:5][S:6]([C:9]1[C:13]2[CH:14]=[CH:15][CH:16]=[CH:17][C:12]=2[S:11][C:10]=1[C:23]([OH:25])=[O:24])(=[O:8])=[O:7])([CH3:4])([CH3:2])[CH3:3]. Procedure details: N-tert-Butylbenzothiophene-3-sulfonamide (13.6 g) and 400 ml of anhydrous tetrahydrofuran in admixture were cooled to 0° and 120 ml of butyl lithium in hexane (1.6 molar) was added cautiously, dropwise. After the addition was completed the mixture was stirred at room temperature for 2 hours and carbon dioxide was then passed into the system for two hours while cooling to 15°. Two hundred ml of water was then cautiously added followed by 40 ml of 12 N hydrochloric acid. The solution was then evap... Starting materials: C=1C=CC2=C(C1)C=CS2 (Thianaphthene), BrC=1C=CC(=C(C=O)C1)F (5-bromo-2-fluorobenzaldehyde). As a reaction SMILES: [CH:1]1[CH:2]=[CH:3][C:4]2[S:9][CH:8]=[CH:7][C:5]=2[CH:6]=1.[Br:10][C:11]1[CH:12]=[CH:13][C:14]([F:19])=[C:15]([CH:18]=1)[CH:16]=O>>[S:9]1[C:8]([CH2:16][C:15]2[CH:18]=[C:11]([Br:10])[CH:12]=[CH:13][C:14]=2[F:19])=[CH:7][C:5]2[CH:6]=[CH:1][CH:2]=[CH:3][C:4]1=2. Yields the product S1C2=C(C=C1CC1=C(C=CC(=C1)Br)F)C=CC=C2 (1-(Benzo[b]thiophen-2-ylmethyl)-5-bromo-2-fluorobenzene). Procedure details: Thianaphthene and 5-bromo-2-fluorobenzaldehyde were treated in a manner similar to Reference Example 7 to give the target compound.